From a dataset of the Open Reaction Database (ORD), a public repository of structured organic reaction records. describe an organic reaction: reactants, conditions, products, and yield The reactants are BrC1=NOC(C1)CCCCN1CCCC=2C1=NC(=C(N2)C2=CC=C(C=C2)C)C2=CC=C(C=C2)C (3-Bromo-5-(4-(2,3-di-p-tolyl-7,8-dihydropyrido[2,3-b]pyrazin-5(6H)-yl)butyl)-4,5-dihydroisoxazole), C[O-].[Na+] (NaOMe). Solvent: CO (MeOH). The product is C1(=CC=C(C=C1)C=1N=C2C(=NC1C1=CC=C(C=C1)C)N(CCC2)CCCCC2CC(=NO2)OC)C (5-(4-(2,3-Di-p-tolyl-7,8-dihydropyrido[2,3-b]pyrazin-5(6H)-yl)butyl)-3-methoxy-4,5-dihydroisoxazole). Reaction SMILES: Br[C:2]1[CH2:6][CH:5]([CH2:7][CH2:8][CH2:9][CH2:10][N:11]2[C:16]3=[N:17][C:18]([C:28]4[CH:33]=[CH:32][C:31]([CH3:34])=[CH:30][CH:29]=4)=[C:19]([C:21]4[CH:26]=[CH:25][C:24]([CH3:27])=[CH:23][CH:22]=4)[N:20]=[C:15]3[CH2:14][CH2:13][CH2:12]2)[O:4][N:3]=1.[CH3:35][O-:36].[Na+]>CO>[C:24]1([CH3:27])[CH:25]=[CH:26][C:21]([C:19]2[N:20]=[C:15]3[CH2:14][CH2:13][CH2:12][N:11]([CH2:10][CH2:9][CH2:8][CH2:7][CH:5]4[O:4][N:3]=[C:2]([O:36][CH3:35])[CH2:6]4)[C:16]3=[N:17][C:18]=2[C:28]2[CH:33]=[CH:32][C:31]([CH3:34])=[CH:30][CH:29]=2)=[CH:22][CH:23]=1 |f:1.2|. Procedure details: A solution of 3-bromo-5-(4-(2,3-di-p-tolyl-7,8-dihydropyrido[2,3-b]pyrazin-5(6H)-yl)butyl)-4,5-dihydroisoxazole (step 1) (5195 mg, 10 mmol) in MeOH (5 ml) was treated with NaOMe (10 ml of 30% solution by weight) and heated at reflux for 2 hours. After cooling to RT, the reaction was quenched with water (100 ml) and the aqueous portion was extracted with EtOAc. The combined organic extracts were washed with brine, dried by passing through a phase separator and were concentrated under reduced pres... The reactants are CC(C)(C)OC(=O)NC1CC(OC(=O)c2ccccc2)CN(C(=O)OCc2ccccc2)C1, CO, CCOC(C)=O, CCN(C(C)C)C(C)C, O=[N+]([O-])c1cnccc1Cl. The product is CC(C)(C)OC(=O)NC1CC(OC(=O)c2ccccc2)CN(c2ccncc2[N+](=O)[O-])C1. Reaction SMILES: [C:1]([c:2]1[cH:3][cH:4][cH:5][cH:6][cH:7]1)(=[O:8])[O:9][CH:10]1[CH2:11][N:12]([C:24]([O:25][CH2:26][c:27]2[cH:28][cH:29][cH:30][cH:31][cH:32]2)=[O:33])[CH2:13][CH:14]([NH:16][C:17](=[O:18])[O:19][C:20]([CH3:21])([CH3:22])[CH3:23])[CH2:15]1.[CH3:34][OH:35].[CH3:55][CH2:56][O:57][C:58]([CH3:59])=[O:60].[CH:36]([N:37]([CH2:38][CH3:39])[CH:40]([CH3:41])[CH3:42])([CH3:43])[CH3:44].[Cl:45][c:46]1[c:47]([N+:52](=[O:53])[O-:54])[cH:48][n:49][cH:50][cH:51]1>>[C:1]([c:2]1[cH:3][cH:4][cH:5][cH:6][cH:7]1)(=[O:8])[O:9][CH:10]1[CH2:11][N:12]([c:46]2[c:47]([N+:52](=[O:53])[O-:54])[cH:48][n:49][cH:50][cH:51]2)[CH2:13][CH:14]([NH:16][C:17](=[O:18])[O:19][C:20]([CH3:21])([CH3:22])[CH3:23])[CH2:15]1. Reactants: [C-]#N, CC#N, Cc1ccccc1, O=C(Cl)c1ccccc1Cl. Product: N#CC(=O)c1ccccc1Cl. RXN SMILES: [C-:11]#[N:12].[CH3:13][C:14]#[N:15].[CH3:16][c:17]1[cH:18][cH:19][cH:20][cH:21][cH:22]1.[Cl:1][c:2]1[c:3]([C:4](=[O:5])[Cl:6])[cH:7][cH:8][cH:9][cH:10]1>>[Cl:1][c:2]1[c:3]([C:4](=[O:5])[C:14]#[N:15])[cH:7][cH:8][cH:9][cH:10]1. Starting materials: Oc1ccc(Br)cc1, FC(F)(F)c1cc(CBr)n(-c2ccccc2Cl)n1, CC#N, [Na+], [Na+], O=C([O-])[O-], CN(C)C=O. Yields the product FC(F)(F)c1cc(COc2ccc(Br)cc2)n(-c2ccccc2Cl)n1. RXN SMILES: [Br:19][c:20]1[cH:21][cH:22][c:23]([OH:26])[cH:24][cH:25]1.[Br:1][CH2:2][c:3]1[cH:4][c:5]([C:15]([F:16])([F:17])[F:18])[n:6][n:7]1-[c:8]1[c:9]([Cl:14])[cH:10][cH:11][cH:12][cH:13]1.[CH3:38][C:39]#[N:40].[Na+:27].[Na+:28].[O-:29][C:30](=[O:31])[O-:32].[O:33]=[CH:34][N:35]([CH3:36])[CH3:37]>>[CH2:2]([c:3]1[cH:4][c:5]([C:15]([F:16])([F:17])[F:18])[n:6][n:7]1-[c:8]1[c:9]([Cl:14])[cH:10][cH:11][cH:12][cH:13]1)[O:26][c:23]1[cH:22][cH:21][c:20]([Br:19])[cH:25][cH:24]1. Reactants: C(C)OC=1C=C2C=CN=CC2=CC1 (6-Ethoxyisoquinoline), C(CCC)I (butyl iodide). Run in C(C)#N (acetonitrile), CCOCC (ether). Yields the product [I-].C(C)OC=1C=C2C=C[N+](=CC2=CC1)CCCC (6-Ethoxy-2-butylisoquinolinium iodide). Reaction SMILES: [CH2:1]([O:3][C:4]1[CH:5]=[C:6]2[C:11](=[CH:12][CH:13]=1)[CH:10]=[N:9][CH:8]=[CH:7]2)[CH3:2].[CH2:14]([I:18])[CH2:15][CH2:16][CH3:17]>C(#N)C.CCOCC>[I-:18].[CH2:1]([O:3][C:4]1[CH:5]=[C:6]2[C:11](=[CH:12][CH:13]=1)[CH:10]=[N+:9]([CH2:14][CH2:15][CH2:16][CH3:17])[CH:8]=[CH:7]2)[CH3:2] |f:4.5|. Procedure: 6-Ethoxyisoquinoline (0.5 g.), and butyl iodide (0.5 g.) in acetonitrile (50 ml) were heated under reflux for 24 hours. The solution was cooled and diluted with ether to give pale yellow crystals, m.p. 129°. Starting materials: ClC=1C=CC2=C(C(=NCC(=N2)NN)C2=C(C=CC=C2)F)C1 (7-chloro-2-hydrazino-5-(o-fluorophenyl)-3H-1,4-benzodiazepine), ClCC(CO)=O (1-chloro-3-hydroxypropanone). The solvent is O1CCCC1 (tetrahydrofuran). Yields the product ClC=1C=CC2=C(C(=NCC(=N2)NN=C(CCl)CO)C2=C(C=CC=C2)F)C1 (7-chloro-2-[[2-chloro-1-(hydroxymethyl)ethylidene]hydrazino]-5-(o-fluorophenyl)-3H-1,4-benzodiazepine). RXN SMILES: [Cl:1][C:2]1[CH:3]=[CH:4][C:5]2[N:11]=[C:10]([NH:12][NH2:13])[CH2:9][N:8]=[C:7]([C:14]3[CH:19]=[CH:18][CH:17]=[CH:16][C:15]=3[F:20])[C:6]=2[CH:21]=1.[Cl:22][CH2:23][C:24](=O)[CH2:25][OH:26]>O1CCCC1>[Cl:1][C:2]1[CH:3]=[CH:4][C:5]2[N:11]=[C:10]([NH:12][N:13]=[C:24]([CH2:25][OH:26])[CH2:23][Cl:22])[CH2:9][N:8]=[C:7]([C:14]3[CH:19]=[CH:18][CH:17]=[CH:16][C:15]=3[F:20])[C:6]=2[CH:21]=1. Procedure details: In the manner given in Example 1, 7-chloro-2-hydrazino-5-(o-fluorophenyl)-3H-1,4-benzodiazepine in tetrahydrofuran can be treated with 1-chloro-3-hydroxypropanone under nitrogen to give 7-chloro-2-[[2-chloro-1-(hydroxymethyl)ethylidene]hydrazino]-5-(o-fluorophenyl)-3H-1,4-benzodiazepine.